describe an organic reaction: reactants, conditions, products, and yield From a dataset of the Open Reaction Database (ORD), a public repository of structured organic reaction records. Reactants: O(C1=CC=CC=C1)C1(CC(=CC=C1)O)OC1=CC=CC=C1 (3-phenoxy-3-phenoxyphenol), C=1(C(=CC=CC1)C)C (xylene), [OH-].[K+] (KOH), FC(=C(C(F)(F)F)F)F (perfluoropropene). The solvent is O1CCCC1 (tetrahydrofuran), O (water). Product: FC(=C(C(F)(F)F)F)OC=1CC(C=CC1)(OC1=CC=CC=C1)OC1=CC=CC=C1 (1,2,3,3,3-pentafluoro-1-(3-phenoxy-3-phenoxyphenoxy)propene). The yield is 75.0%. As a reaction SMILES: [O:1]([C:8]1([O:15][C:16]2[CH:21]=[CH:20][CH:19]=[CH:18][CH:17]=2)[CH:13]=[CH:12][CH:11]=[C:10]([OH:14])[CH2:9]1)[C:2]1[CH:7]=[CH:6][CH:5]=[CH:4][CH:3]=1.C1(C)C(C)=CC=CC=1.[OH-].[K+].[F:32][C:33](F)=[C:34]([F:39])[C:35]([F:38])([F:37])[F:36]>O1CCCC1.O>[F:32][C:33]([O:14][C:10]1[CH2:9][C:8]([O:15][C:16]2[CH:21]=[CH:20][CH:19]=[CH:18][CH:17]=2)([O:1][C:2]2[CH:3]=[CH:4][CH:5]=[CH:6][CH:7]=2)[CH:13]=[CH:12][CH:11]=1)=[C:34]([F:39])[C:35]([F:38])([F:37])[F:36] |f:2.3|. Reported procedure: Five g (0.018 mole) of 3-phenoxy-3-phenoxyphenol, 100 ml of xylene and 1.2 g of KOH are placed into a flask equipped with a Dean-Stark trap. This mixture is stirred at reflux until water of reaction ceases to evolve. The mixture is cooled and 100 ml of tetrahydrofuran (THF) are added and the mixture is further cooled in a dry ice/acetone bath while 15 g of perfluoropropene are bubbled into the reaction mixture. The mixture is stirred for three hours while warming to room temperature. Next, 100 m... Starting materials: C1(=CC=CC=C1)C (toluene), CC(C)(CCC=C(C)C)O (2,6-dimethyl-hept-5-en-2-ol), CCCCCC (hexane). Reaction conditions: temperature 10 celsius, time 1.5 hour. The product is C(C)(C)C1CCC(C2=CC=C(C=C12)C)(C)C (1-isopropyl-4,4,7-trimethyl-1,2,3,4-tetrahydro-naphthalene). Reaction SMILES: [C:1]1([CH3:7])[CH:6]=[CH:5]C=[CH:3][CH:2]=1.[CH3:8][C:9](O)([CH2:11][CH2:12][CH:13]=[C:14]([CH3:16])[CH3:15])[CH3:10].[CH3:18]CCCCC>>[CH:14]([CH:13]1[C:5]2[C:8](=[CH:3][CH:2]=[C:1]([CH3:7])[CH:6]=2)[C:9]([CH3:10])([CH3:18])[CH2:11][CH2:12]1)([CH3:16])[CH3:15]. Procedure: 1050 g of sulphuric acid are provided and a mixture of 1.5 l of toluene and 497 g of 2,6-dimethyl-hept-5-en-2-ol are added dropwise during 35 minutes while cooling (10° C.). The mixture is stirred at room temperature for 1.5 hours. The mixture is now diluted with hexane, poured on to ice, washed neutral, dried and evaporated. After distillation there are obtained 455 g of 1-isopropyl-4,4,7-trimethyl-1,2,3,4-tetrahydro-naphthalene (purity 75%). Starting materials: [BH3-]C#N.[Na+] (NaCNBH3), CNC (dimethylamine), CN1N=C(C=C1)NC(=O)C1=CC2=C(CC(O2)(C)C)C(=C1)OC1=C(C=C(C=C1)C=O)F (4-(2-fluoro-4-formyl-phenoxy)-2,2-dimethyl-2,3-dihydro-benzofuran-6-carboxylic acid (1-methyl-1H-pyrazol-3-yl)-amide), CNC (dimethylamine), [BH3-]C#N.[Na+] (NaCNBH3). Run in CO (MeOH). Run at temperature 50 celsius. The product is CN1N=C(C=C1)NC(=O)C1=CC2=C(CC(O2)(C)C)C(=C1)OC1=C(C=C(C=C1)CN(C)C)F (4-(4-dimethylaminomethyl-2-fluoro-phenoxy)-2,2-dimethyl-2,3-dihydro-benzofuran-6-carboxylic acid (1-methyl-1H-pyrazol-3-yl)-amide), CN1N=C(C=C1)NC(=O)C1=CC2=C(CC(O2)(C)C)C(=C1)OC1=C(C=C(C=C1)CO)F (4-(2-Fluoro-4-hydroxymethyl-phenoxy)-2,2-dimethyl-2,3-dihydro-benzofuran-6-carboxylic acid (1-methyl-1H-pyrazol-3-yl)-amide). The yield is 25.0%. Reaction SMILES: [CH3:1][NH:2][CH3:3].[BH3-]C#N.[Na+].[CH3:8][N:9]1[CH:13]=[CH:12][C:11]([NH:14][C:15]([C:17]2[CH:27]=[C:26]([O:28][C:29]3[CH:34]=[CH:33][C:32]([CH:35]=[O:36])=[CH:31][C:30]=3[F:37])[C:20]3[CH2:21][C:22]([CH3:25])([CH3:24])[O:23][C:19]=3[CH:18]=2)=[O:16])=[N:10]1>CO>[CH3:8][N:9]1[CH:13]=[CH:12][C:11]([NH:14][C:15]([C:17]2[CH:27]=[C:26]([O:28][C:29]3[CH:34]=[CH:33][C:32]([CH2:35][N:2]([CH3:3])[CH3:1])=[CH:31][C:30]=3[F:37])[C:20]3[CH2:21][C:22]([CH3:24])([CH3:25])[O:23][C:19]=3[CH:18]=2)=[O:16])=[N:10]1.[CH3:8][N:9]1[CH:13]=[CH:12][C:11]([NH:14][C:15]([C:17]2[CH:27]=[C:26]([O:28][C:29]3[CH:34]=[CH:33][C:32]([CH2:35][OH:36])=[CH:31][C:30]=3[F:37])[C:20]3[CH2:21][C:22]([CH3:25])([CH3:24])[O:23][C:19]=3[CH:18]=2)=[O:16])=[N:10]1 |f:1.2|. Reported procedure: To dimethylamine (0.6 mL, 2.0 M, 1.0 mmol) in MeOH (5 mL) was added NaCNBH3 (31 mg, 0.49 mmol). The mixture was heated to 50° C. for 1 hr, and then 4-(2-fluoro-4-formyl-phenoxy)-2,2-dimethyl-2,3-dihydro-benzofuran-6-carboxylic acid (1-methyl-1H-pyrazol-3-yl)-amide (39a) (100 mg, 0.24 mmol) was added. The reaction mixture was heated to 50° C. for 1 hr. Additional NaCNBH3 (31 mg, 0.49 mmol) and dimethylamine (0.3 mL, 2.0 M, 0.5 mmol) were added to the reaction mixture. The mixture was heated at 50... Reactants: CCCCc1nc(Cl)c(COC)n1Cc1ccc(-c2ccccc2C(=O)O)cc1, [Cl-], Nc1nnn[nH]1. Product: CCCCc1nc(Cl)c(COC)n1Cc1ccc(-c2ccccc2C(=O)Nc2nnn[nH]2)cc1. RXN SMILES: [CH2:1]([CH2:2][CH2:3][CH3:4])[c:5]1[n:6]([CH2:14][c:15]2[cH:16][cH:17][c:18](-[c:21]3[c:22]([C:27](=[O:28])[OH:29])[cH:23][cH:24][cH:25][cH:26]3)[cH:19][cH:20]2)[c:7]([CH2:11][O:12][CH3:13])[c:8]([Cl:10])[n:9]1.[Cl-:30].[NH2:31][c:32]1[n:33][n:34][n:35][nH:36]1>>[CH2:1]([CH2:2][CH2:3][CH3:4])[c:5]1[n:6]([CH2:14][c:15]2[cH:16][cH:17][c:18](-[c:21]3[c:22]([C:27](=[O:29])[NH:31][c:32]4[n:33][n:34][n:35][nH:36]4)[cH:23][cH:24][cH:25][cH:26]3)[cH:19][cH:20]2)[c:7]([CH2:11][O:12][CH3:13])[c:8]([Cl:10])[n:9]1. The reactants are CC(C)(C)C1=CC=CC=2C(C(OC21)=O)=O (7-(1,1-dimethylethyl)-2,3-benzofurandione), COC=1C=C(C=CC1OC)CCC1=CC=C(C=C1)N (4-[2-(3,4-dimethoxyphenyl)ethyl]benzenamine). Run in ClCCl (dichloromethane). The product is COC=1C=C(C=CC1OC)CCC1=CC=C(C=C1)NC(C(C1=C(C(=CC=C1)C(C)(C)C)O)=O)=O (N-[4-[2-(3,4-dimethoxyphenyl)ethyl]phenyl]-3-(1,1-dimethylethyl)-2-hydroxy-α-oxo-benzeneacetamide). As a reaction SMILES: [CH3:1][C:2]([C:5]1[C:13]2[O:12][C:11](=[O:14])[C:10](=[O:15])[C:9]=2[CH:8]=[CH:7][CH:6]=1)([CH3:4])[CH3:3].[CH3:16][O:17][C:18]1[CH:19]=[C:20]([CH2:26][CH2:27][C:28]2[CH:33]=[CH:32][C:31]([NH2:34])=[CH:30][CH:29]=2)[CH:21]=[CH:22][C:23]=1[O:24][CH3:25]>ClCCl>[CH3:16][O:17][C:18]1[CH:19]=[C:20]([CH2:26][CH2:27][C:28]2[CH:29]=[CH:30][C:31]([NH:34][C:11](=[O:14])[C:10](=[O:15])[C:9]3[CH:8]=[CH:7][CH:6]=[C:5]([C:2]([CH3:4])([CH3:3])[CH3:1])[C:13]=3[OH:12])=[CH:32][CH:33]=2)[CH:21]=[CH:22][C:23]=1[O:24][CH3:25]. Reported procedure: A solution of 7-(1,1-dimethylethyl)-2,3-benzofurandione (1.0 g, 5 mmol) and 4-[2-(3,4-dimethoxyphenyl)ethyl]benzenamine (1.0 g, 4 mmol) in 10 ml of dichloromethane is stirred at room temperature for 48 hours. The solvent is evaporated and the residue crystallized from ether/hexane. Recrystallization from acetonitrile gave the pure product, (1.0 g) mp 143°-144° C. Starting materials: S(O)(O)(=O)=O (sulfuric acid), FC1=CC=C(C=C1)CC(=O)O (4-fluorophenylacetic acid), CO (methanol). Run in CCOCC.C(C)(=O)OCC (ether ethyl acetate). Yields the product FC1=CC=C(C=C1)CC(=O)OC (4-Fluorophenylacetic acid, methyl ester). RXN SMILES: S(=O)(=O)(O)O.[F:6][C:7]1[CH:12]=[CH:11][C:10]([CH2:13][C:14]([OH:16])=[O:15])=[CH:9][CH:8]=1.[CH3:17]O>CCOCC.C(OCC)(=O)C>[F:6][C:7]1[CH:8]=[CH:9][C:10]([CH2:13][C:14]([O:16][CH3:17])=[O:15])=[CH:11][CH:12]=1 |f:3.4|. Reported procedure: A catalytic amount (0.5 mL) of concentrated sulfuric acid was added to a solution of 4-fluorophenylacetic acid (30.8 g, 0.20 mol) in 500 mL of methanol. The solution was stirred at reflux for 4 hours. The volatile materials were removed under reduced pressure to furnish a colorless oil which was dissolved in ether/ethyl acetate and washed with 2 N aqueous Na2CO3, brine, dried over MgSO4, and filtered. The filtrate was concentrated under reduced pressure to provide an oil which was dried overnigh... Reactants: OC1=NOC(=C1)C1=CC=C(C=C1)C (3-Hydroxy-5-(4-methylphenyl)isoxazole), C(C)(C)(C)OC(=O)NCCO (2-(N-tert-butoxycarbonylamino)ethanol). Yields the product C(C)(C)(C)OC(=O)NCCOC1=NOC(=C1)C1=CC=C(C=C1)C (3-(2-(N-tert-Butoxycarbonylamino)ethoxy)-5-(4-methylphenyl)isoxazole). The yield is 80.7%. As a reaction SMILES: [OH:1][C:2]1[CH:6]=[C:5]([C:7]2[CH:12]=[CH:11][C:10]([CH3:13])=[CH:9][CH:8]=2)[O:4][N:3]=1.[C:14]([O:18][C:19]([NH:21][CH2:22][CH2:23]O)=[O:20])([CH3:17])([CH3:16])[CH3:15]>>[C:14]([O:18][C:19]([NH:21][CH2:22][CH2:23][O:1][C:2]1[CH:6]=[C:5]([C:7]2[CH:12]=[CH:11][C:10]([CH3:13])=[CH:9][CH:8]=2)[O:4][N:3]=1)=[O:20])([CH3:17])([CH3:16])[CH3:15]. Procedure details: 3-Hydroxy-5-(4-methylphenyl)isoxazole (1.5 g) and 2-(N-tert-butoxycarbonylamino)ethanol (1.5 g) were subjected to reaction and post-treatment in a similar manner to that described in Example 9(a) to obtain the title compound (2.2 g, 82%) as a colorless powder.